From a dataset of the Open Reaction Database (ORD), a public repository of structured organic reaction records. describe an organic reaction: reactants, conditions, products, and yield Starting materials: [Al+3], C1CCCCC1, CC(C)[O-], CC(C)=CCCC(C)=CCCC(C)=CCO, CC(C)[O-], CC(C)[O-], CCCCCC, Cl, O=Cc1ccccc1F. Yields the product CC(C)=CCCC(C)=CCCC(C)=CC=O. Reaction SMILES: [Al+3:21].[CH2:40]1[CH2:41][CH2:42][CH2:43][CH2:44][CH2:45]1.[CH3:17][CH:18]([CH3:19])[O-:20].[CH3:1][C:2](=[CH:3][CH2:4][OH:5])[CH2:6][CH2:7][CH:8]=[C:9]([CH2:10][CH2:11][CH:12]=[C:13]([CH3:14])[CH3:15])[CH3:16].[CH3:22][CH:23]([CH3:24])[O-:25].[CH3:26][CH:27]([CH3:28])[O-:29].[CH3:46][CH2:47][CH2:48][CH2:49][CH2:50][CH3:51].[ClH:39].[F:30][c:31]1[cH:32][cH:33][cH:34][cH:35][c:36]1[CH:37]=[O:38]>>[CH3:1][C:2](=[CH:3][CH:4]=[O:5])[CH2:6][CH2:7][CH:8]=[C:9]([CH2:10][CH2:11][CH:12]=[C:13]([CH3:14])[CH3:15])[CH3:16]. Conditions: time 10 minute. The product is C(#N)C1=CN(C=2N=C(N=C(C21)OC2CC(C2)NC(C=C)=O)NC=2C=NN(C2)C)COCC[Si](C)(C)C (N-{3-[(5-cyano-2-[(1-methyl-1H-pyrazol-4-yl)amino]-7-{[2-(trimethylsilyl)ethoxy]methyl}-7H-pyrrolo[2,3-d]pyrimidin-4-yl)oxy]cyclobutyl}prop-2-enamide). Yield: 74.2%. Run in C(Cl)Cl (DCM). Starting materials: NC1CC(C1)OC=1C2=C(N=C(N1)NC=1C=NN(C1)C)N(C=C2C#N)COCC[Si](C)(C)C (4-[(3-aminocyclobutyl)oxy]-2-[(1-methyl-1H-pyrazol-4-yl)amino]-7-{[2-(trimethylsilyl)ethoxy]methyl}-7H-pyrrolo[2,3-d]pyrimidine-5-carbonitrile), C(C=C)(=O)Cl (acryloyl chloride), CCN(C(C)C)C(C)C (DIPEA). RXN SMILES: [NH2:1][CH:2]1[CH2:5][CH:4]([O:6][C:7]2[C:8]3[C:22]([C:23]#[N:24])=[CH:21][N:20]([CH2:25][O:26][CH2:27][CH2:28][Si:29]([CH3:32])([CH3:31])[CH3:30])[C:9]=3[N:10]=[C:11]([NH:13][C:14]3[CH:15]=[N:16][N:17]([CH3:19])[CH:18]=3)[N:12]=2)[CH2:3]1.[C:33](Cl)(=[O:36])[CH:34]=[CH2:35].CCN(C(C)C)C(C)C>C(Cl)Cl>[C:23]([C:22]1[C:8]2[C:7]([O:6][CH:4]3[CH2:3][CH:2]([NH:1][C:33](=[O:36])[CH:34]=[CH2:35])[CH2:5]3)=[N:12][C:11]([NH:13][C:14]3[CH:15]=[N:16][N:17]([CH3:19])[CH:18]=3)=[N:10][C:9]=2[N:20]([CH2:25][O:26][CH2:27][CH2:28][Si:29]([CH3:32])([CH3:31])[CH3:30])[CH:21]=1)#[N:24]. Procedure details: To a solution of 4-[(3-aminocyclobutyl)oxy]-2-[(1-methyl-1H-pyrazol-4-yl)amino]-7-{[2-(trimethylsilyl)ethoxy]methyl}-7H-pyrrolo[2,3-d]pyrimidine-5-carbonitrile (cis:trans 1:1) (380 mg, 0.84 mmol) in DCM (10 mL) was added acryloyl chloride (68 μL, 0.84 mmol) and DIPEA (146 μL, 0.84 mmol). The reaction solution was stirred at rt for 10 min. The reaction mixture was partitioned between DCM (50 mL) and saturated aqueous NaHCO3 (20 mL). The organic layer was separated, dried over Na2SO4 and evaporate... Reactants: ClC1=NC(=NC2=CC=CC=C12)COC1=CC=CC=C1 (4-chloro-2-phenoxymethylquinazoline), NC1=NNC(=C1)C1CC1 (3-amino-5-cyclopropylpyrazole). The solvent is C1CCOC1 (THF). Run at temperature 65 celsius. The product is C1(CC1)C=1C=C(NN1)NC1=NC(=NC2=CC=CC=C12)COC1=CC=CC=C1 ((5-cyclopropyl-2H-pyrazol-3-yl)-(2-phenoxymethyl-quinazolin-4-yl)-amine). RXN SMILES: Cl[C:2]1[C:11]2[C:6](=[CH:7][CH:8]=[CH:9][CH:10]=2)[N:5]=[C:4]([CH2:12][O:13][C:14]2[CH:19]=[CH:18][CH:17]=[CH:16][CH:15]=2)[N:3]=1.[NH2:20][C:21]1[CH:25]=[C:24]([CH:26]2[CH2:28][CH2:27]2)[NH:23][N:22]=1>C1COCC1>[CH:26]1([C:24]2[CH:25]=[C:21]([NH:20][C:2]3[C:11]4[C:6](=[CH:7][CH:8]=[CH:9][CH:10]=4)[N:5]=[C:4]([CH2:12][O:13][C:14]4[CH:19]=[CH:18][CH:17]=[CH:16][CH:15]=4)[N:3]=3)[NH:22][N:23]=2)[CH2:28][CH2:27]1. Procedure details: To a solution of the above 4-chloro-2-phenoxymethylquinazoline (0.5 g, 1.85 mmol) in THF (30 mL) is added 3-amino-5-cyclopropylpyrazole (0.47 g, 3.69 mmol) and the reaction mixture is heated at 65° C. for 24 hours. Solvent is evaporated and ethanol is added. A white solid forms and is collected by filtration and dried under vacuum to give (5-cyclopropyl-2H-pyrazol-3-yl)-(2-phenoxymethyl-quinazolin-4-yl)-amine. Reactants: C[O-].[Na+] (sodium methoxide), COC(CCl)=O (methylchloroacetate), OS(=O)(=O)O (H2SO4), SC(C(C)C)C(CC(C)C)=O (3-mercapto-2,6-dimethyl-4-heptanone). Run in CO (methanol), O (water), CO (methanol). Conditions: temperature 24 celsius, time 1 minute. The product is COC(=O)CSC(C(C)C)C(CC(C)C)=O (3-[(METHOXYCARBONYL)METHYLTHIO]-2,6-DIMETHYL-4-HEPTANONE). As a reaction SMILES: OS(O)(=O)=O.C[O-].[Na+].[SH:9][CH:10]([C:14](=[O:19])[CH2:15][CH:16]([CH3:18])[CH3:17])[CH:11]([CH3:13])[CH3:12].[CH3:20][O:21][C:22](=[O:25])[CH2:23]Cl>CO.O>[CH3:20][O:21][C:22]([CH2:23][S:9][CH:10]([C:14](=[O:19])[CH2:15][CH:16]([CH3:18])[CH3:17])[CH:11]([CH3:13])[CH3:12])=[O:25] |f:1.2|. Procedure: Into a 50 ml, round-bottom, three-necked flask equipped with magnetic stirrer, pot thermometer, "Y" tube, nitrogen inlet tube, reflux condenser with cotton plug, H2SO4 bubbler for nitrogen, and cold water bath is added a solution of 0.65 grams of sodium methoxide dissolved in 10 ml anhydrous methanol. At a reaction mass temperature of 25°-28° C and over a period of one minute, with stirring, is added a solution of 2.1 grams of 3-mercapto-2,6-dimethyl-4-heptanone dissolved in 2 ml anhydrous metha...